The task is: describe an organic reaction: reactants, conditions, products, and yield. This data is from the Open Reaction Database (ORD), a public repository of structured organic reaction records. Starting materials: FC(C(CCCCCC)OC1=CC=C(C=C1)[N+](=O)[O-])(F)F (p-(1-trifluoromethyl-heptyloxy)-nitrobenzene), [H][H] (hydrogen). The reagents and catalysts are [Pd] (Pd/C). The solvent is C(C)O (ethanol). Product: FC(C(CCCCCC)OC1=CC=C(N)C=C1)(F)F (p-(1-trifluoromethylheptyloxy)-aniline). RXN SMILES: [F:1][C:2]([F:21])([F:20])[CH:3]([O:10][C:11]1[CH:16]=[CH:15][C:14]([N+:17]([O-])=O)=[CH:13][CH:12]=1)[CH2:4][CH2:5][CH2:6][CH2:7][CH2:8][CH3:9].[H][H]>[Pd].C(O)C>[F:1][C:2]([F:20])([F:21])[CH:3]([O:10][C:11]1[CH:16]=[CH:15][C:14]([NH2:17])=[CH:13][CH:12]=1)[CH2:4][CH2:5][CH2:6][CH2:7][CH2:8][CH3:9]. Procedure details: To 100 ml of dry ethanol containing 77.7 g of oa p-(1-trifluoromethyl-heptyloxy)-nitrobenzene, was added 0.5 g of 5% Pd/C (5% palladium carbon) followed by carrying out reduction within an atmosphere of hydrogen at normal pressure under stirring at room temperature. After it was confirmed that no absorption of hydrogen was observed, the catalyst was removed by filtration and then the ethanol was distilled off to obtain 6.7 g of oily oa p-(1-trifluoromethylheptyloxy)-aniline. Reactants: CC(=O)CC(C)C, COc1cc2nc(Cl)nc(N)c2cc1Cl, O=C(C1COc2ccccc2O1)N1CCNCC1. Product: Cl, COc1cc2nc(N3CCN(C(=O)C4COc5ccccc5O4)CC3)nc(N)c2cc1Cl. Reaction SMILES: [CH3:34][C:35]([CH2:36][CH:37]([CH3:38])[CH3:39])=[O:40].[Cl:1][c:2]1[n:3][c:4]2[cH:5][c:6]([O:14][CH3:15])[c:7]([Cl:13])[cH:8][c:9]2[c:10]([NH2:12])[n:11]1.[O:16]1[CH:17]([C:26](=[O:27])[N:28]2[CH2:29][CH2:30][NH:31][CH2:32][CH2:33]2)[CH2:18][O:19][c:20]2[c:21]1[cH:22][cH:23][cH:24][cH:25]2>>[ClH:1].[c:2]1([N:31]2[CH2:30][CH2:29][N:28]([C:26]([CH:17]3[O:16][c:21]4[c:20]([cH:25][cH:24][cH:23][cH:22]4)[O:19][CH2:18]3)=[O:27])[CH2:33][CH2:32]2)[n:3][c:4]2[cH:5][c:6]([O:14][CH3:15])[c:7]([Cl:13])[cH:8][c:9]2[c:10]([NH2:12])[n:11]1. The reactants are enolate, BrCCC(C)Br (1,3-dibromobutane), [Li]CCCC (n-BuLi), C1(CCC1)C(=O)OCC (Ethyl cyclobutane carboxylate), enolate, [NH4+].[Cl-] (NH4Cl). Solvent: C1CCOC1 (THF). Conditions: temperature -78 celsius, time 37.5 minute. The product is BrC(CCC1(CCC1)C(=O)OCC)C (racemic ethyl 1-(3-bromobutyl)cyclobutanecarboxylate). Yield: 41.0%. Reaction SMILES: [Li]CCCC.[CH:6]1([C:10]([O:12][CH2:13][CH3:14])=[O:11])[CH2:9][CH2:8][CH2:7]1.Br[CH2:16][CH2:17][CH:18]([Br:20])[CH3:19].[NH4+].[Cl-]>C1COCC1>[Br:20][CH:18]([CH3:19])[CH2:17][CH2:16][C:6]1([C:10]([O:12][CH2:13][CH3:14])=[O:11])[CH2:9][CH2:8][CH2:7]1 |f:3.4|. Procedure: To a 0° C. solution of DIPA (14.3 mL, 102 mmol) in THF (100 mL) was added n-BuLi (2.5M, 102 mmol). The Rx was stirred for 30-45 min then cooled to −78° C. Ethyl cyclobutane carboxylate (102 mmol, 1 equiv) was added slowly and the enolate was allowed to form for ˜30 min. At ˜78° C., above enolate was poured into 1,3-dibromobutane (2 equiv, 200 mmol) and Rx stirred at −78° C. for 1 h then warmed-up to RT. After 3 hours, NH4Cl was added and reaction extracted with EtOAc and washed with brine. The o... The reactants are COc1nnc(Cl)cc1-c1cc2ccccc2n1C(=O)OC(C)(C)C, COc1cc(B2OC(C)(C)C(C)(C)O2)cc(C=O)c1OCOCC[Si](C)(C)C. The product is COc1cc(-c2cc(-c3cc4ccccc4n3C(=O)OC(C)(C)C)c(OC)nn2)cc(C=O)c1OCOCC[Si](C)(C)C. Reaction SMILES: [C:29]([CH3:30])([CH3:31])([CH3:32])[O:33][C:34](=[O:35])[n:36]1[c:37](-[c:45]2[c:46]([O:52][CH3:53])[n:47][n:48][c:49]([Cl:51])[cH:50]2)[cH:38][c:39]2[cH:40][cH:41][cH:42][cH:43][c:44]12.[CH3:1][O:2][c:3]1[c:4]([O:20][CH2:21][O:22][CH2:23][CH2:24][Si:25]([CH3:26])([CH3:27])[CH3:28])[c:5]([CH:6]=[O:7])[cH:8][c:9]([B:11]2[O:12][C:13]([CH3:14])([CH3:15])[C:16]([CH3:17])([CH3:18])[O:19]2)[cH:10]1>>[CH3:1][O:2][c:3]1[c:4]([O:20][CH2:21][O:22][CH2:23][CH2:24][Si:25]([CH3:26])([CH3:27])[CH3:28])[c:5]([CH:6]=[O:7])[cH:8][c:9](-[c:49]2[n:48][n:47][c:46]([O:52][CH3:53])[c:45](-[c:37]3[n:36]([C:34]([O:33][C:29]([CH3:30])([CH3:31])[CH3:32])=[O:35])[c:44]4[c:39]([cH:38]3)[cH:40][cH:41][cH:42][cH:43]4)[cH:50]2)[cH:10]1.